Dataset: the Open Reaction Database (ORD), a public repository of structured organic reaction records. Task: describe an organic reaction: reactants, conditions, products, and yield Starting materials: C(C1=CC=CC=C1)OC=1N=NC(=CC1OCC1=CC=CC=C1)C#CC=1C=NC=C(C1)C(F)(F)F (3,4-bis(benzyloxy)-6-{2-[5-(trifluoromethyl)pyridin-3-yl]ethynyl}pyridazine), C(C1=CC=CC=C1)OC=1N=NC(=CC1OCC1=CC=CC=C1)C#CC=1C=NC=C(C1)C(F)(F)F (3,4-bis(benzyloxy)-6-{2-[5-(trifluoromethyl)pyridin-3-yl]ethynyl}pyridazine). Reagents/catalysts: [Pd] (palladium on carbon). Solvent: CO (methanol). Conditions: time 30 minute. The product is C(C1=CC=CC=C1)OC=1N=NC(=CC1OCC1=CC=CC=C1)CCC=1C=NC=C(C1)C(F)(F)F (3,4-bis(benzyloxy)-6-(2-(5-(trifluoromethyl)pyridin-3-yl)ethyl)pyridazine). Isolated yield 26.5%. As a reaction SMILES: [CH2:1]([O:8][C:9]1[N:10]=[N:11][C:12]([C:23]#[C:24][C:25]2[CH:26]=[N:27][CH:28]=[C:29]([C:31]([F:34])([F:33])[F:32])[CH:30]=2)=[CH:13][C:14]=1[O:15][CH2:16][C:17]1[CH:22]=[CH:21][CH:20]=[CH:19][CH:18]=1)[C:2]1[CH:7]=[CH:6][CH:5]=[CH:4][CH:3]=1>CO.[Pd]>[CH2:1]([O:8][C:9]1[N:10]=[N:11][C:12]([CH2:23][CH2:24][C:25]2[CH:26]=[N:27][CH:28]=[C:29]([C:31]([F:34])([F:33])[F:32])[CH:30]=2)=[CH:13][C:14]=1[O:15][CH2:16][C:17]1[CH:18]=[CH:19][CH:20]=[CH:21][CH:22]=1)[C:2]1[CH:7]=[CH:6][CH:5]=[CH:4][CH:3]=1. Procedure: To a solution of 3,4-bis(benzyloxy)-6-{2-[5-(trifluoromethyl)pyridin-3-yl]ethynyl}pyridazine (Intermediate 16, 1.5 g) in methanol (10 ml) was added 10% palladium on carbon (0.04 g) slowly under nitrogen and the reaction mixture was stirred for 30 minutes at room temperature under a hydrogen atmosphere. The resulting mixture was filtered through a “Celite” (trade mark) diatomaceous earth bed under nitrogen atmosphere and washed with methanol before the filtrate was concentrated under vacuum to af... The reactants are aqueous solution, [OH-].[Na+] (sodium hydroxide), COC1=CC=C(C=C1)CC(C(=O)O)=O (p-methoxyphenylpyruvic acid), CI (methyl iodide), Cl (hydrochloric acid). Solvent: CO (methanol). Conditions: time 4 hour. Product: O=C(C(=O)O)C(C)C1=CC=C(C=C1)OC (2-oxo-3-(p-methoxyphenyl)butanoic acid). Yield: 67.0%. Reaction SMILES: [OH-].[Na+].[CH3:3][O:4][C:5]1[CH:10]=[CH:9][C:8]([CH2:11][C:12](=[O:16])[C:13]([OH:15])=[O:14])=[CH:7][CH:6]=1.[CH3:17]I.Cl>CO>[O:16]=[C:12]([CH:11]([C:8]1[CH:7]=[CH:6][C:5]([O:4][CH3:3])=[CH:10][CH:9]=1)[CH3:17])[C:13]([OH:15])=[O:14] |f:0.1|. Procedure details: A 1N aqueous solution of sodium hydroxide (20 ml; 20 mmoles) was slowly added to 1.94 g (10 mmoles) of p-methoxyphenylpyruvic acid and a solution of 1.0 ml of methyl iodide in 50 m 1 of methanol. After addition, the mixture was stirred at room temperature for 4 hours. The mixture was acidified with 1N hydrochloric acid and extracted with three 30 ml portions of ether. The ether layers were dried over magnesium sulfate, and the ether was evaporated under reduced pressure to give a pale yellowish ... As a reaction SMILES: [Cl:1][S:2]([OH:5])(=O)=[O:3].[F:6][C:7]([F:25])([F:24])[C:8]([NH:10][C:11]1[CH:12]=[C:13]([CH2:17][CH2:18][C:19]([O:21][CH2:22][CH3:23])=[O:20])[CH:14]=[CH:15][CH:16]=1)=[O:9]>C(Cl)Cl>[Cl:1][S:2]([C:14]1[CH:15]=[CH:16][C:11]([NH:10][C:8](=[O:9])[C:7]([F:25])([F:24])[F:6])=[CH:12][C:13]=1[CH2:17][CH2:18][C:19]([O:21][CH2:22][CH3:23])=[O:20])(=[O:5])=[O:3]. Product: ClS(=O)(=O)C1=C(C=C(C=C1)NC(C(F)(F)F)=O)CCC(=O)OCC (ethyl 3-(2-(chlorosulfonyl)-5-(2,2,2-trifluoroacetamido)phenyl)propanoate). Procedure: ClSO3H (2 g, 17.3 mmol) was cooled to 0° C. and ethyl 3-(3-(2,2,2-trifluoroacetamido) phenyl)propanoate (1 g, 3.46 mmol) was added portionwise with vigorous stirring keeping the temperature below 5° C. The reaction mixture was stirred at room temperature overnight, and cautious poured onto ice. The solid produced was dissolved in CH2Cl2. The combined organic phase was washed with saturated NaHCO3 and saturated brine, dried over MgSO4 to give the product ethyl 3-(2-(chlorosulfonyl)-5-(2,2,2-trifl... The reactants are ClS(=O)(=O)O (ClSO3H), FC(C(=O)NC=1C=C(C=CC1)CCC(=O)OCC)(F)F (ethyl 3-(3-(2,2,2-trifluoroacetamido) phenyl)propanoate). Run in C(Cl)Cl (CH2Cl2). Isolated yield 30.6%. Starting materials: C(C1=CC=CC=C1)OC1=C(C=C(C=C1)[N+](=O)[O-])I (2-benzyloxy-5-nitroiodobenzene). Reagents/catalysts: [Fe] (Iron). Run in O (water), C(C)(=O)O (acetic acid). Conditions: temperature 80 celsius, time 12 hour. The product is C(C1=CC=CC=C1)OC1=C(C=C(N)C=C1)I (4-Benzyloxy-3-iodoaniline). Yield: 98.9%. RXN SMILES: [CH2:1]([O:8][C:9]1[CH:14]=[CH:13][C:12]([N+:15]([O-])=O)=[CH:11][C:10]=1[I:18])[C:2]1[CH:7]=[CH:6][CH:5]=[CH:4][CH:3]=1>O.C(O)(=O)C.[Fe]>[CH2:1]([O:8][C:9]1[CH:14]=[CH:13][C:12]([NH2:15])=[CH:11][C:10]=1[I:18])[C:2]1[CH:3]=[CH:4][CH:5]=[CH:6][CH:7]=1. Procedure: Iron powder (12.5 g, 224 mmol) was added to a suspension of 2-benzyloxy-5-nitroiodobenzene (Description 13; 10 g, 28 mmol) in water (300 ml) and acetic acid (75 ml) and the mixture was stirred at 80° C. for 12 hours. The mixture was allowed to cool to room temperature and filtered through Hyflo™, washing with 4:1 water:acetic acid and ethyl acetate. The filtrate was extracted with ethyl acetate, and the organic extract was evaporated under reduced pressure. Saturated aqueous sodium hydrogen carb... Starting materials: O=C1CCC(=O)N1Br, O=C(OOC(=O)c1ccccc1)c1ccccc1, COC(=O)c1nc(OC(C)=O)n(C(C)=O)c1C, ClC(Cl)(Cl)Cl. The product is COC(=O)c1nc(OC(C)=O)n(C(C)=O)c1CBr. As a reaction SMILES: [Br:18][N:19]1[C:20](=[O:21])[CH2:22][CH2:23][C:24]1=[O:25].[C:26]([O:27][O:28][C:29](=[O:30])[c:31]1[cH:32][cH:33][cH:34][cH:35][cH:36]1)(=[O:37])[c:38]1[cH:39][cH:40][cH:41][cH:42][cH:43]1.[CH3:1][O:2][C:3](=[O:4])[c:5]1[n:6][c:7]([O:14][C:15]([CH3:16])=[O:17])[n:8]([C:11]([CH3:12])=[O:13])[c:9]1[CH3:10].[Cl:44][C:45]([Cl:46])([Cl:47])[Cl:48]>>[CH3:1][O:2][C:3](=[O:4])[c:5]1[n:6][c:7]([O:14][C:15]([CH3:16])=[O:17])[n:8]([C:11]([CH3:12])=[O:13])[c:9]1[CH2:10][Br:18]. The reactants are O=C([O-])[O-], CI, CN(C)C=O, [Cl-], [K+], [K+], [NH4+], O=C(O)c1cccc2c1ccn2CC(O)c1ccccc1. The product is COC(=O)c1cccc2c1ccn2CC(O)c1ccccc1. RXN SMILES: [C:24](=[O:25])([O-:26])[O-:27].[CH3:22][I:23].[CH3:32][N:33]([CH3:34])[CH:35]=[O:36].[Cl-:30].[K+:28].[K+:29].[NH4+:31].[OH:1][CH:2]([CH2:3][n:4]1[cH:5][cH:6][c:7]2[c:8]([C:13](=[O:14])[OH:15])[cH:9][cH:10][cH:11][c:12]12)[c:16]1[cH:17][cH:18][cH:19][cH:20][cH:21]1>>[OH:1][CH:2]([CH2:3][n:4]1[cH:5][cH:6][c:7]2[c:8]([C:13](=[O:14])[O:15][CH3:24])[cH:9][cH:10][cH:11][c:12]12)[c:16]1[cH:17][cH:18][cH:19][cH:20][cH:21]1. The reactants are CCOC(=O)Cl, [K+], [OH-], O, S=C=S, NCC1(c2cccs2)CC1. The product is S=C=NCC1(c2cccs2)CC1. RXN SMILES: [Cl:14][C:15]([O:16][CH2:17][CH3:18])=[O:19].[K+:2].[OH-:1].[OH2:3].[S:20]=[C:21]=[S:22].[s:4]1[c:5]([C:9]2([CH2:12][NH2:13])[CH2:10][CH2:11]2)[cH:6][cH:7][cH:8]1>>[s:4]1[c:5]([C:9]2([CH2:12][N:13]=[C:21]=[S:20])[CH2:10][CH2:11]2)[cH:6][cH:7][cH:8]1.